Dataset: the Open Reaction Database (ORD), a public repository of structured organic reaction records. Task: describe an organic reaction: reactants, conditions, products, and yield Reactants: B.C1CCOC1 (Borane THF), C(C)OC(=O)C1=C(C(=CC=C1)O)CCCC(=O)O (4-[2-ethoxycarbonyl-6-hydroxyphenyl]butanoic acid). The solvent is C1CCOC1 (THF). Run at time 2 hour. The product is C(C)OC(=O)C1=C(C(=CC=C1)O)CCCCO (4-[2-Ethoxycarbonyl-6-hydroxyphenyl]butan-1-ol). RXN SMILES: B.C1COCC1.[CH2:7]([O:9][C:10]([C:12]1[CH:17]=[CH:16][CH:15]=[C:14]([OH:18])[C:13]=1[CH2:19][CH2:20][CH2:21][C:22](O)=[O:23])=[O:11])[CH3:8]>C1COCC1>[CH2:7]([O:9][C:10]([C:12]1[CH:17]=[CH:16][CH:15]=[C:14]([OH:18])[C:13]=1[CH2:19][CH2:20][CH2:21][CH2:22][OH:23])=[O:11])[CH3:8] |f:0.1|. Procedure: Borane THF complex (56 ml of 1M in THF, 56 mmol) was slowy added to a solution of 4-[2-ethoxycarbonyl-6-hydroxyphenyl]butanoic acid in THF at 0° C. The solution was stirred for 2 hr and allowed to warm to room temperature. The reaction was quenched slowly with aqueous acetic acid (5 ml of 50%) and stirred until the bubbling subsided. The mixture was concentrated in vacuo to a slurry, which was dissolved in cold 10% potassium carbonate. The solution was extracted with ethyl acetate twice. The org... Reactants: [H-].[Al+3].[Li+].[H-].[H-].[H-] (lithium aluminium hydride), C(C1=CC=CC=C1)OC(=O)[C@H]1NC(C=C(C1)C1=CC=C(C=C1)OC)=O ((S)-4-(4-methoxy-phenyl)-6-oxo-1,2,3,6-tetrahydro-pyridine-2-carboxylic acid benzyl ester). Run in O1CCCC1 (tetrahydrofuran), O1CCCC1 (tetrahydrofuran). Run at temperature 0 celsius, time 3.5 hour. The product is COC1=CC=C(C=C1)C=1C[C@H](NCC1)CO ([(S)-4-(4-Methoxy-phenyl)-1,2,3,6-tetrahydro-pyridin-2-yl]-methanol). Reaction SMILES: [H-].[Al+3].[Li+].[H-].[H-].[H-].C([O:14][C:15]([C@@H:17]1[CH2:22][C:21]([C:23]2[CH:28]=[CH:27][C:26]([O:29][CH3:30])=[CH:25][CH:24]=2)=[CH:20][C:19](=O)[NH:18]1)=O)C1C=CC=CC=1>O1CCCC1>[CH3:30][O:29][C:26]1[CH:27]=[CH:28][C:23]([C:21]2[CH2:22][C@@H:17]([CH2:15][OH:14])[NH:18][CH2:19][CH:20]=2)=[CH:24][CH:25]=1 |f:0.1.2.3.4.5|. Procedure details: To a stirred suspension of 10.9 g of lithium aluminium hydride in 1 l of tetrahydrofuran is added a solution of 43 g of (S)-4-(4-methoxy-phenyl)-6-oxo-1,2,3,6-tetrahydro-pyridine-2-carboxylic acid benzyl ester in 1 l of tetrahydrofuran at 70° C. The reaction mixture is stirred for another 3-4 hours at this temperature, cooled to 0° C. and quenched by the slow addition of 12.4 ml of water, 12.4 ml of 2N sodium hydroxide and 37 ml of water. The mixture is filtered and the filtrate is concentrated ...